This data is from the Open Reaction Database (ORD), a public repository of structured organic reaction records. The task is: describe an organic reaction: reactants, conditions, products, and yield Reported procedure: 5-Aminovaleric acid (3.2 g) is dissolved in 15 ml of water containing 1.09 g of sodium hydroxide. This is cooled to 5° C. and 2-(chloromethyl)-4-methylvaleryl chloride in 30 ml of THF is added dropwise. The pH is maintained at 8-9 by the dropwise addition of 1.09 g sodium hydroxide in 20 ml of water as needed. After stirring for about 16 hours the reaction mixture is diluted with 30 ml of water and concentrated in vacuo to remove THF. The aqueous layer is washed with ether, and acidified with 10... Reactants: ClCC(C(=O)Cl)CC(C)C (2-(chloromethyl)-4-methylvaleryl chloride), NCCCCC(=O)O (5-Aminovaleric acid). Run in O (water), [OH-].[Na+] (sodium hydroxide), C1CCOC1 (THF), O (water), [OH-].[Na+] (sodium hydroxide), O (water). Product: ClCC(C(=O)NCCCCC(=O)O)CC(C)C (5-[[2-(Chloromethyl)-4-methyl-1-oxopentyl]amino]pentanoic acid). Run at temperature 5 celsius, time 16 hour. RXN SMILES: [NH2:1][CH2:2][CH2:3][CH2:4][CH2:5][C:6]([OH:8])=[O:7].[Cl:9][CH2:10][CH:11]([CH2:15][CH:16]([CH3:18])[CH3:17])[C:12](Cl)=[O:13]>O.[OH-].[Na+].C1COCC1>[Cl:9][CH2:10][CH:11]([CH2:15][CH:16]([CH3:18])[CH3:17])[C:12]([NH:1][CH2:2][CH2:3][CH2:4][CH2:5][C:6]([OH:8])=[O:7])=[O:13] |f:3.4|. Starting materials: C(C)C1=C(C=CC=C1)O (ethylphenol), C(C)C=1C=C(C=CC1)O (m-ethylphenol), C(C)C1=C(C=CC=C1)O (o-ethylphenol), C(C)C1=C(C=CC=C1)O.C1=CC=CC=C1.O (ethylphenol benzene water), C1(=CC=CC=C1)O (phenol), m- and p-cresols, C(C)C1=CC=C(C=C1)O (p-ethylphenol). Solvent: C1=CC=CC=C1 (benzene). Product: C(=C)C1=CC=C(C=C1)O (p-vinylphenol). Reaction SMILES: C(C1C=CC=CC=1O)C.C1(O)C=CC=CC=1.C(C1C=C(O)C=CC=1)C.[CH2:26]([C:28]1[CH:33]=[CH:32][C:31]([OH:34])=[CH:30][CH:29]=1)[CH3:27].C(C1C=CC=CC=1O)C.C1C=CC=CC=1.O>C1C=CC=CC=1>[CH:26]([C:28]1[CH:33]=[CH:32][C:31]([OH:34])=[CH:30][CH:29]=1)=[CH2:27] |f:4.5.6|. Procedure: Crude ethylphenol consisting of 1.1% phenol and m- and p-cresols, 0.1% o-ethylphenol, 0.5% m-ethylphenol and 98.3% p-ethylphenol was dissolved in benzene, and dehydrogenated at a temperature of 600° C. and LHSV of 1.0 hr-1 under atmospheric pressure using the same catalyst as in Example 1, with the ethylphenol/benzene/water molar ratio being about 1/1/12. The resulting product was allowed to stand at room temperature followed by separating the water. The crude vinylphenol so separated consisted ... Starting materials: IC1=CC2=C(NCCN2)N=C1 (7-Iodo-1,2,3,4-tetrahydropyrido[2,3-b]pyrazine), C(C1=CC=CC=C1)(=O)Cl (benzoyl chloride). As a reaction SMILES: [I:1][C:2]1[CH:11]=[N:10][C:5]2[NH:6][CH2:7][CH2:8][NH:9][C:4]=2[CH:3]=1.[C:12](Cl)(=[O:19])[C:13]1[CH:18]=[CH:17][CH:16]=[CH:15][CH:14]=1>>[I:1][C:2]1[CH:11]=[N:10][C:5]2[NH:6][CH2:7][CH2:8][N:9]([C:12]([C:13]3[CH:18]=[CH:17][CH:16]=[CH:15][CH:14]=3)=[O:19])[C:4]=2[CH:3]=1. Product: IC1=CC2=C(NCCN2C(=O)C2=CC=CC=C2)N=C1 ((7-Iodo-3,4-dihydro-2H-pyrido[2,3-b]pyrazin-1-yl)phenylmethanone). Isolated yield 61.0%. Reported procedure: 7-Iodo-1,2,3,4-tetrahydropyrido[2,3-b]pyrazine (50 mg) was reacted with benzoyl chloride as in General Procedure 2 to give the title compound as a pale yellow solid (61% yield). M.p. 164-166° C., LCMS: m/z=366.00 (M+H+), 1H-NMR (CDCl3, 400 MHz) δ 3.45-3.50 (m, 2H), 3.90 (t, J=4.8 Hz, 2H), 7.37-7.47 (m, 6H), 7.95 (s, 1H). RXN SMILES: [CH3:21][OH:22].[NH2:18][C:19]#[N:20].[NH:1]([C:2](=[NH:3])[NH2:4])[c:5]1[s:6][cH:7][c:8]([CH2:10][CH2:11][CH2:12][CH2:13][C:14]([O:15][CH3:16])=[NH:17])[n:9]1>>[NH:1]([C:2](=[NH:3])[NH2:4])[c:5]1[s:6][cH:7][c:8]([CH2:10][CH2:11][CH2:12][CH2:13][C:14](=[NH:17])[NH:20][C:19]#[N:18])[n:9]1. Product: N#CNC(=N)CCCCc1csc(NC(=N)N)n1. Starting materials: CO, N#CN, COC(=N)CCCCc1csc(NC(=N)N)n1. The reactants are CC1CN(CC(C)C(O)c2ccc(C(C)(C)C)cc2)CC(C)O1, BrP(Br)Br, c1ccncc1. Product: CC1CN(CC(C)C(Br)c2ccc(C(C)(C)C)cc2)CC(C)O1. Reaction SMILES: [C:1]([CH3:2])([CH3:3])([CH3:4])[c:5]1[cH:6][cH:7][c:8]([CH:11]([CH:12]([CH2:13][N:14]2[CH2:15][CH:16]([CH3:21])[O:17][CH:18]([CH3:20])[CH2:19]2)[CH3:22])[OH:23])[cH:9][cH:10]1.[P:24]([Br:25])([Br:26])[Br:27].[cH:28]1[cH:29][cH:30][n:31][cH:32][cH:33]1>>[C:1]([CH3:2])([CH3:3])([CH3:4])[c:5]1[cH:6][cH:7][c:8]([CH:11]([CH:12]([CH2:13][N:14]2[CH2:15][CH:16]([CH3:21])[O:17][CH:18]([CH3:20])[CH2:19]2)[CH3:22])[Br:25])[cH:9][cH:10]1. Starting materials: S1C(=CC=C1)CC(=O)O (thiophen-2-yl-acetic acid), COC(C1=CC(=C(C=C1)NC1C(CCC1)C)N)=O (3-Amino-4-(2-methyl-cyclopentylamino)-benzoic acid methyl ester), C1=CC2=C(N=C1)N(N=N2)O (HOAT), CCN(C(C)C)C(C)C (DIPEA), Cl (hydrochloric acid). Solvent: O (water), C(CCl)Cl (EDC), C(C)(=O)OCC (Ethyl acetate), CN(C)CC1=CC(=C(C(=C1)CN(C)C)O)CN(C)C (DMF 3). Conditions: time 16 hour. Product: COC(C1=CC(=C(C=C1)NC1C(CCC1)C)NC(CC=1SC=CC1)=O)=O (4-(2-Methyl-cyclopentylamino)-3-(2-thiophen-2-yl-acetylamino)-benzoic acid methyl ester). The yield is 100.3%. RXN SMILES: [S:1]1[CH:5]=[CH:4][CH:3]=[C:2]1[CH2:6][C:7]([OH:9])=O.C1C=NC2N(O)N=NC=2C=1.CCN(C(C)C)C(C)C.[CH3:29][O:30][C:31](=[O:46])[C:32]1[CH:37]=[CH:36][C:35]([NH:38][CH:39]2[CH2:43][CH2:42][CH2:41][CH:40]2[CH3:44])=[C:34]([NH2:45])[CH:33]=1.Cl>CN(CC1C=C(CN(C)C)C(O)=C(CN(C)C)C=1)C.C(OCC)(=O)C.O.C(Cl)CCl>[CH3:29][O:30][C:31](=[O:46])[C:32]1[CH:37]=[CH:36][C:35]([NH:38][CH:39]2[CH2:43][CH2:42][CH2:41][CH:40]2[CH3:44])=[C:34]([NH:45][C:7](=[O:9])[CH2:6][C:2]2[S:1][CH:5]=[CH:4][CH:3]=2)[CH:33]=1. Procedure details: To a solution of 3.44 g of thiophen-2-yl-acetic acid in 40 ml of dry DMF 3.62 g of HOAT, 6.48 g of EDC and 12 ml of DIPEA were added at 0° C. After 30 min 6.00 g of 3-Amino-4-(2-methyl-cyclopentylamino)-benzoic acid methyl ester were added, and the reaction was stirred at rt for 16 h. The reaction was then poured into water and the pH was adjusted to 3 by the addition of 2 m aqueous hydrochloric acid. Ethyl acetate was added and the layers were separated. The aqueous layer was extracted with eth... Reactants: C(C1=CC=CC=C1)N1C(=NC2=C1C=C(C=C2)Cl)C(=O)OCC (ethyl 1-benzyl-6-chlorobenzimidazol-2-carboxylate), N1(C=NC=C1)CCCN1C=CC2=CC(=CC=C12)N (1-[3-(imidazol-1-yl)propyl]-5-aminoindole), C[O-].[Na+] (sodium methylate), C1(=CC=CC=C1)C (toluene). Solvent: CO (methanol). Run at temperature 100 celsius, time 1.5 hour. Yields the product C(C1=CC=CC=C1)N1C(=NC2=C1C=C(C=C2)Cl)C(=O)NC=2C=C1C=CN(C1=CC2)CCCN2C=NC=C2 (1-benzyl-6-chloro-2-{1-[3-(imidazol-1-yl)propyl]indol-5-ylamino-carbonyl}benzimidazole). The yield is 84.3%. Reaction SMILES: [CH2:1]([N:8]1[C:12]2[CH:13]=[C:14]([Cl:17])[CH:15]=[CH:16][C:11]=2[N:10]=[C:9]1[C:18]([O:20]CC)=O)[C:2]1[CH:7]=[CH:6][CH:5]=[CH:4][CH:3]=1.[N:23]1([CH2:28][CH2:29][CH2:30][N:31]2[C:39]3[C:34](=[CH:35][C:36]([NH2:40])=[CH:37][CH:38]=3)[CH:33]=[CH:32]2)[CH:27]=[CH:26][N:25]=[CH:24]1.C[O-].[Na+].C1(C)C=CC=CC=1>CO>[CH2:1]([N:8]1[C:12]2[CH:13]=[C:14]([Cl:17])[CH:15]=[CH:16][C:11]=2[N:10]=[C:9]1[C:18]([NH:40][C:36]1[CH:35]=[C:34]2[C:39](=[CH:38][CH:37]=1)[N:31]([CH2:30][CH2:29][CH2:28][N:23]1[CH:27]=[CH:26][N:25]=[CH:24]1)[CH:32]=[CH:33]2)=[O:20])[C:2]1[CH:3]=[CH:4][CH:5]=[CH:6][CH:7]=1 |f:2.3|. Procedure: A mixture of 27.9 g of ethyl 1-benzyl-6-chlorobenzimidazol-2-carboxylate, 17.8 g of 1-[3-(imidazol-1-yl)propyl]-5-aminoindole, 8 g of sodium methylate and 600 ml of toluene was stirred at 100° C. for 1.5 hours. The reaction mixture was cooled to room temperature, the crystals being separated were collected by filtration and washed with toluene. Thus obtained crystals were dissolved in 500 ml of chloroform, then 100 ml of water was added and the mixture was filtrated with Celite. The chloroform l... The reactants are COC(=O)c1oc2ccc(F)cc2c1CBr, C[O-], CO, Cl, [Na+]. The product is COCc1c(C(=O)OC)oc2ccc(F)cc12. As a reaction SMILES: [Br:1][CH2:2][c:3]1[c:4]([C:13](=[O:14])[O:15][CH3:16])[o:5][c:6]2[c:7]1[cH:8][c:9]([F:12])[cH:10][cH:11]2.[CH3:17][O-:18].[CH3:21][OH:22].[ClH:20].[Na+:19]>>[CH2:2]([c:3]1[c:4]([C:13](=[O:14])[O:15][CH3:16])[o:5][c:6]2[c:7]1[cH:8][c:9]([F:12])[cH:10][cH:11]2)[O:18][CH3:17]. The reactants are CCBr, N#CC1CCCCCCC1, N, [Na], O=[N+]([O-])[O-]. Yields the product CCC1(C#N)CCCCCCC1. RXN SMILES: [CH2:6]([CH3:7])[Br:8].[CH:9]1([C:17]#[N:18])[CH2:10][CH2:11][CH2:12][CH2:13][CH2:14][CH2:15][CH2:16]1.[NH3:19].[Na:1].[O-:2][N+:3](=[O:4])[O-:5]>>[CH2:6]([CH3:7])[C:9]1([C:17]#[N:18])[CH2:10][CH2:11][CH2:12][CH2:13][CH2:14][CH2:15][CH2:16]1.